Dataset: the Open Reaction Database (ORD), a public repository of structured organic reaction records. Task: describe an organic reaction: reactants, conditions, products, and yield Reactants: [Cl-], Nc1cccc(F)c1, O=S(Cl)Cl, c1ccncc1, O=C(O)c1c[nH]cn1. Yields the product O=C(Nc1cccc(F)c1)c1c[nH]cn1. As a reaction SMILES: [Cl-:23].[NH2:15][c:16]1[cH:17][cH:18][cH:19][c:20]([F:21])[cH:22]1.[S:24]([Cl:25])([Cl:26])=[O:27].[cH:9]1[cH:10][cH:11][n:12][cH:13][cH:14]1.[nH:1]1[cH:2][n:3][c:4]([C:6](=[O:7])[OH:8])[cH:5]1>>[nH:1]1[cH:2][n:3][c:4]([C:6](=[O:8])[NH:15][c:16]2[cH:17][cH:18][cH:19][c:20]([F:21])[cH:22]2)[cH:5]1. The reactants are [Br-], CC(O[Si](C)(C)C(C)(C)C)C1C(=O)NC1Sc1ccccc1, CSC, C=CCOC(=O)C(C)C(=O)OCC=C, [Cl-], [H-], [NH4+], [Na+], C1CCOC1. Product: C=CCOC(=O)C(C)(C(=O)OCC=C)C1NC(=O)C1C(C)O[Si](C)(C)C(C)(C)C. Reaction SMILES: [Br-:20].[C:21]([CH3:22])([CH3:23])([CH3:24])[Si:25]([O:26][CH:27]([CH3:28])[CH:29]1[C:30](=[O:40])[NH:31][CH:32]1[S:33][c:34]1[cH:35][cH:36][cH:37][cH:38][cH:39]1)([CH3:41])[CH3:42].[CH3:17][S:18][CH3:19].[CH3:1][CH:2]([C:3](=[O:4])[O:5][CH2:6][CH:7]=[CH2:8])[C:9](=[O:10])[O:11][CH2:12][CH:13]=[CH2:14].[Cl-:43].[H-:15].[NH4+:44].[Na+:16].[O:45]1[CH2:46][CH2:47][CH2:48][CH2:49]1>>[CH3:1][C:2]([C:3](=[O:4])[O:5][CH2:6][CH:7]=[CH2:8])([C:9](=[O:10])[O:11][CH2:12][CH:13]=[CH2:14])[CH:32]1[CH:29]([CH:27]([O:26][Si:25]([C:21]([CH3:22])([CH3:23])[CH3:24])([CH3:41])[CH3:42])[CH3:28])[C:30](=[O:40])[NH:31]1. Reactants: CCc1nc2ccccc2n1-c1nc(N2CCOCC2)c2nc(CN3CC4CC3CN4C(=O)OC(C)(C)C)n(C)c2n1, ClCCl, O=C(O)C(F)(F)F. The product is CCc1nc2ccccc2n1-c1nc(N2CCOCC2)c2nc(CN3CC4CC3CN4)n(C)c2n1. RXN SMILES: [C:8]([O:9][C:10](=[O:11])[N:15]1[CH:16]2[CH2:17][N:18]([CH2:22][c:23]3[n:24]([CH3:49])[c:25]4[n:26][c:27](-[n:38]5[c:39]([CH2:47][CH3:48])[n:40][c:41]6[c:42]5[cH:43][cH:44][cH:45][cH:46]6)[n:28][c:29]([N:32]5[CH2:33][CH2:34][O:35][CH2:36][CH2:37]5)[c:30]4[n:31]3)[CH:19]([CH2:20]1)[CH2:21]2)([CH3:12])([CH3:13])[CH3:14].[Cl:50][CH2:51][Cl:52].[F:1][C:2]([F:3])([F:4])[C:5]([OH:6])=[O:7]>>[NH:15]1[CH:16]2[CH2:17][N:18]([CH2:22][c:23]3[n:24]([CH3:49])[c:25]4[n:26][c:27](-[n:38]5[c:39]([CH2:47][CH3:48])[n:40][c:41]6[c:42]5[cH:43][cH:44][cH:45][cH:46]6)[n:28][c:29]([N:32]5[CH2:33][CH2:34][O:35][CH2:36][CH2:37]5)[c:30]4[n:31]3)[CH:19]([CH2:20]1)[CH2:21]2. The reactants are ClC1=NC(=NC(=C1)NCCC1=C(C=C(C=C1)Cl)Cl)CO ({4-chloro-6-[2-(2,4-dichloro-phenyl)-ethylamino]-pyrimidin-2-yl}-methanol), C(=O)(O)C(C)(C)C=1C=C(C=CC1)B(O)O (3-(1-Carboxy-1-methyl-ethyl)-phenyl boronic acid), C(=O)([O-])[O-].[Cs+].[Cs+] (Cs2CO3), Cl (HCl). Reagents/catalysts: C=1C=CC(=CC1)[P](C=2C=CC=CC2)(C=3C=CC=CC3)[Pd]([P](C=4C=CC=CC4)(C=5C=CC=CC5)C=6C=CC=CC6)([P](C=7C=CC=CC7)(C=8C=CC=CC8)C=9C=CC=CC9)[P](C=1C=CC=CC1)(C=1C=CC=CC1)C=1C=CC=CC1 (tetrakis(triphenylphosphine)palladium). Reported procedure: Argon is bubbled through a mixture of {4-chloro-6-[2-(2,4-dichloro-phenyl)-ethylamino]-pyrimidin-2-yl}-methanol (67 mg, 0.2 mmol), 3-(1-Carboxy-1-methyl-ethyl)-phenyl boronic acid [92 mg, 0.44 mmol, see Example 49(b) step 2], Cs2CO3 (197 mg, 0.6 mmol), and tetrakis(triphenylphosphine)palladium (0) (16.3 mg, 0.014 mmol) in ethylene glycol dimethyl ether (1.6 mL) and water (0.4 mL), for a period of 10 minutes. The reaction vessel is sealed and heated to 90° C. After stirring for 16 hours the mixtu... Reaction conditions: temperature 90 celsius, time 16 hour. Solvent: COCCOC (ethylene glycol dimethyl ether), O (water), O (water). Reaction SMILES: Cl[C:2]1[CH:7]=[C:6]([NH:8][CH2:9][CH2:10][C:11]2[CH:16]=[CH:15][C:14]([Cl:17])=[CH:13][C:12]=2[Cl:18])[N:5]=[C:4]([CH2:19][OH:20])[N:3]=1.[C:21]([C:24]([C:27]1[CH:28]=[C:29](B(O)O)[CH:30]=[CH:31][CH:32]=1)([CH3:26])[CH3:25])([OH:23])=[O:22].C([O-])([O-])=O.[Cs+].[Cs+].Cl>COCCOC.O.C1C=CC([P]([Pd]([P](C2C=CC=CC=2)(C2C=CC=CC=2)C2C=CC=CC=2)([P](C2C=CC=CC=2)(C2C=CC=CC=2)C2C=CC=CC=2)[P](C2C=CC=CC=2)(C2C=CC=CC=2)C2C=CC=CC=2)(C2C=CC=CC=2)C2C=CC=CC=2)=CC=1>[Cl:18][C:12]1[CH:13]=[C:14]([Cl:17])[CH:15]=[CH:16][C:11]=1[CH2:10][CH2:9][NH:8][C:6]1[N:5]=[C:4]([CH2:19][OH:20])[N:3]=[C:2]([C:29]2[CH:28]=[C:27]([C:24]([CH3:26])([CH3:25])[C:21]([OH:23])=[O:22])[CH:32]=[CH:31][CH:30]=2)[CH:7]=1 |f:2.3.4,^1:53,55,74,93|. Product: ClC1=C(C=CC(=C1)Cl)CCNC1=CC(=NC(=N1)CO)C=1C=C(C=CC1)C(C(=O)O)(C)C (2-(3-{6-[2-(2,4-dichloro-phenyl)-ethylamino]-2-hydroxymethyl-pyrimidin-4-yl}-phenyl)-2-methyl-propionic acid). The yield is 17.9%. Reactants: S1C(=NC2=C1C=CC=C2)S(=O)(=O)N (benzothiazole-2-sulfonamide), O.O.C(C)(=O)[O-].[Li+] (lithium acetate dihydrate), [Cr](=O)(=O)([O-])O[Cr](=O)(=O)[O-].[K+].[K+] (potassium dichromate), O (H2O). The reagents and catalysts are C(C)(=O)[O-].[Pd+2].C(C)(=O)[O-] (palladium acetate). The solvent is C(C)(=O)O (acetic acid). Yields the product C(C)(=O)OC1=CC2=C(N=C(S2)S(N)(=O)=O)C=C1 (2-sulfamoyl-6-benzothiazolyl acetate). Reaction SMILES: [S:1]1[C:5]2[CH:6]=[CH:7][CH:8]=[CH:9][C:4]=2[N:3]=[C:2]1[S:10]([NH2:13])(=[O:12])=[O:11].O.O.[C:16]([O-:19])(=[O:18])[CH3:17].[Li+].[Cr](O[Cr]([O-])(=O)=O)([O-])(=O)=O.[K+].[K+].O>C(O)(=O)C.C([O-])(=O)C.[Pd+2].C([O-])(=O)C>[C:16]([O:19][C:7]1[CH:8]=[CH:9][C:4]2[N:3]=[C:2]([S:10](=[O:12])(=[O:11])[NH2:13])[S:1][C:5]=2[CH:6]=1)(=[O:18])[CH3:17] |f:1.2.3.4,5.6.7,10.11.12|. Procedure details: A stirred solution of benzothiazole-2-sulfonamide (2.14 g, 0.01 mole), palladium acetate (2.25 g, 0.01 mole), lithium acetate dihydrate (1.65, 0.025 mole) and potassium dichromate (5.9 g, 0.02 mole) in acetic acid (25 ml) is heated on a steam bath for 24 hours then poured into H2O (100 ml) to give 2-sulfamoyl-6-benzothiazolyl acetate which melts at 193°-4° C. after recrystallization from 2-propanol. The reactants are C(C)(=O)OCC (ethyl acetate), OC1=CC=C(C=C1)N1C(=NC(=C(C1=O)CC1=CC=C(C=C1)C=1C(=CC=CC1)C#N)CCC)C (4′-{[1-(4-hydroxyphenyl)-2-methyl-6-oxo-4-propyl-1,6-dihydropyrimidin-5-yl]methyl}biphenyl-2-carbonitrile), BrCC1CC1 ((bromomethyl)cyclopropane), C([O-])([O-])=O.[Cs+].[Cs+] (cesium carbonate). Run in O (water), CN(C=O)C (N,N-dimethylformamide). Conditions: temperature 70 celsius, time 12 hour. Product: C1(CC1)COC1=CC=C(C=C1)N1C(=NC(=C(C1=O)CC1=CC=C(C=C1)C=1C(=CC=CC1)C#N)CCC)C (4′-({1-[4-(cyclopropylmethoxy)phenyl]-2-methyl-6-oxo-4-propyl-1,6-dihydropyrimidin-5-yl}methyl)biphenyl-2-carbonitrile). Reaction SMILES: [OH:1][C:2]1[CH:7]=[CH:6][C:5]([N:8]2[C:13](=[O:14])[C:12]([CH2:15][C:16]3[CH:21]=[CH:20][C:19]([C:22]4[C:23]([C:28]#[N:29])=[CH:24][CH:25]=[CH:26][CH:27]=4)=[CH:18][CH:17]=3)=[C:11]([CH2:30][CH2:31][CH3:32])[N:10]=[C:9]2[CH3:33])=[CH:4][CH:3]=1.Br[CH2:35][CH:36]1[CH2:38][CH2:37]1.C(=O)([O-])[O-].[Cs+].[Cs+].C(OCC)(=O)C>CN(C)C=O.O>[CH:36]1([CH2:35][O:1][C:2]2[CH:3]=[CH:4][C:5]([N:8]3[C:13](=[O:14])[C:12]([CH2:15][C:16]4[CH:21]=[CH:20][C:19]([C:22]5[C:23]([C:28]#[N:29])=[CH:24][CH:25]=[CH:26][CH:27]=5)=[CH:18][CH:17]=4)=[C:11]([CH2:30][CH2:31][CH3:32])[N:10]=[C:9]3[CH3:33])=[CH:6][CH:7]=2)[CH2:38][CH2:37]1 |f:2.3.4|. Reported procedure: To a solution of 4′-{[1-(4-hydroxyphenyl)-2-methyl-6-oxo-4-propyl-1,6-dihydropyrimidin-5-yl]methyl}biphenyl-2-carbonitrile (1.0 g) and (bromomethyl)cyclopropane (0.70 mL) in N,N-dimethylformamide (10 mL) was added cesium carbonate (1.5 g), and the mixture was stirred at 70° C. for 12 hr. The reaction mixture was allowed to cool to room temperature, ethyl acetate and water were added, and the mixture was extracted with ethyl acetate. The organic layer was washed with saturated brine and dried ove... The reactants are ClCCCOC1=CC=C(C=C1)C=1SC(=C(N1)C)C(=O)N1CCOCC1 (4-({2-[4-(3-chloropropoxy)phenyl]-4-methyl-1,3-thiazol-5-yl}carbonyl)morpholine), C([O-])([O-])=O.[K+].[K+] (potassium carbonate), [I-].[Na+] (sodium iodide), CC1NCCC1 (2-methylpyrrolidine). Solvent: C(C)#N (acetonitrile), C(C)(=O)OCC (ethyl acetate). Reaction conditions: temperature 80 celsius, time 8 hour. Product: CC=1N=C(SC1C(=O)N1CCOCC1)C1=CC=C(C=C1)OCCCN1C(CCC1)C (4-[(4-methyl-2-{4-[3-(2-methylpyrrolidin-1-yl)propoxy]phenyl}-1,3-thiazol-5-yl)carbonyl]morpholine). Yield: 31.0%. As a reaction SMILES: Cl[CH2:2][CH2:3][CH2:4][O:5][C:6]1[CH:11]=[CH:10][C:9]([C:12]2[S:13][C:14]([C:18]([N:20]3[CH2:25][CH2:24][O:23][CH2:22][CH2:21]3)=[O:19])=[C:15]([CH3:17])[N:16]=2)=[CH:8][CH:7]=1.C(=O)([O-])[O-].[K+].[K+].[I-].[Na+].[CH3:34][CH:35]1[CH2:39][CH2:38][CH2:37][NH:36]1>C(#N)C.C(OCC)(=O)C>[CH3:17][C:15]1[N:16]=[C:12]([C:9]2[CH:10]=[CH:11][C:6]([O:5][CH2:4][CH2:3][CH2:2][N:36]3[CH2:37][CH2:38][CH2:39][CH:35]3[CH3:34])=[CH:7][CH:8]=2)[S:13][C:14]=1[C:18]([N:20]1[CH2:25][CH2:24][O:23][CH2:22][CH2:21]1)=[O:19] |f:1.2.3,4.5|. Reported procedure: To a solution of 4-({2-[4-(3-chloropropoxy)phenyl]-4-methyl-1,3-thiazol-5-yl}carbonyl)morpholine i107 (1.0 mmol, 1 eq, 0.38 g) in acetonitrile (10 ml), is added potassium carbonate (1.99 mmol, 2 eq, 0.27 g) and approximately 0.01 g of sodium iodide. The mixture is stirred at 80° C. for 30 minutes in a sealed tube before addition of 2-methylpyrrolidine (1.2 mmol, 1.2 eq, 0.12 ml). The mixture is then stirred at 80° C. overnight. The mixture is taken up in ethyl acetate and washed with a saturated... The product is CCOC(=O)C1C(c2ccccc2)c2ccccc2C1c1ccc(OC)cc1. Reaction SMILES: [CH2:1]([CH3:2])[O:3][C:4](=[O:5])[C:6]1=[C:14]([c:15]2[cH:16][cH:17][cH:18][cH:19][cH:20]2)[c:13]2[c:8]([cH:9][cH:10][cH:11][cH:12]2)[CH:7]1[c:21]1[cH:22][cH:23][c:24]([O:27][CH3:28])[cH:25][cH:26]1.[CH3:29][CH2:30][O:31][C:32]([CH3:33])=[O:34]>>[CH2:1]([CH3:2])[O:3][C:4](=[O:5])[CH:6]1[CH:7]([c:21]2[cH:22][cH:23][c:24]([O:27][CH3:28])[cH:25][cH:26]2)[c:8]2[cH:9][cH:10][cH:11][cH:12][c:13]2[CH:14]1[c:15]1[cH:16][cH:17][cH:18][cH:19][cH:20]1. Reactants: CCOC(=O)C1=C(c2ccccc2)c2ccccc2C1c1ccc(OC)cc1, CCOC(C)=O. The reactants are CC(C)C(=O)Cl, CCN(C(C)C)C(C)C, ClCCCl, c1cc(C2CC(CN3CCNCC3)C2)ccc1CN1CCCC1. Product: CC(C)C(=O)N1CCN(CC2CC(c3ccc(CN4CCCC4)cc3)C2)CC1. Reaction SMILES: [C:33]([CH:34]([CH3:35])[CH3:36])(=[O:37])[Cl:38].[CH:24]([N:25]([CH:26]([CH3:27])[CH3:28])[CH2:29][CH3:30])([CH3:31])[CH3:32].[Cl:39][CH2:40][CH2:41][Cl:42].[N:1]1([CH2:6][c:7]2[cH:8][cH:9][c:10]([CH:13]3[CH2:14][CH:15]([CH2:17][N:18]4[CH2:19][CH2:20][NH:21][CH2:22][CH2:23]4)[CH2:16]3)[cH:11][cH:12]2)[CH2:2][CH2:3][CH2:4][CH2:5]1>>[N:1]1([CH2:6][c:7]2[cH:8][cH:9][c:10]([CH:13]3[CH2:14][CH:15]([CH2:17][N:18]4[CH2:19][CH2:20][N:21]([C:33]([CH:34]([CH3:35])[CH3:36])=[O:37])[CH2:22][CH2:23]4)[CH2:16]3)[cH:11][cH:12]2)[CH2:2][CH2:3][CH2:4][CH2:5]1. The reactants are C(C1=CC=CC=C1)(=O)OOC(C1=CC=CC=C1)=O (benzoyl peroxide), C(C)(C)(C)C1=CC=C(C=C1)Cl (4-tert-butylchlorobenzene), ( 1 ), S(=O)(=O)(Cl)Cl (sulfuryl chloride). Conditions: temperature 100 celsius. Product: ClC1=CC=C(C=C1)C(CCl)(C)C (2-(4-chlorophenyl)-2-methyl-1-chloropropane). The yield is 56.5%. As a reaction SMILES: [C:1]([C:5]1[CH:10]=[CH:9][C:8]([Cl:11])=[CH:7][CH:6]=1)([CH3:4])([CH3:3])[CH3:2].S(Cl)([Cl:15])(=O)=O.C(OOC(=O)C1C=CC=CC=1)(=O)C1C=CC=CC=1>>[Cl:11][C:8]1[CH:7]=[CH:6][C:5]([C:1]([CH3:4])([CH3:2])[CH2:3][Cl:15])=[CH:10][CH:9]=1. Procedure details: To 25 g of 4-tert-butylchlorobenzene synthesized in (1) above were added 20 g of sulfuryl chloride and a catalytic amount of benzoyl peroxide, and the temperature was elevated and the mixture was maintained at 100° C. for 1 hour. Then, the mixture was distilled under reduced pressure to give 17.0 g of 2-(4-chlorophenyl)-2-methyl-1-chloropropane (bp.: 121°-123° C./10 mmHg).